From a dataset of the Open Reaction Database (ORD), a public repository of structured organic reaction records. describe an organic reaction: reactants, conditions, products, and yield Starting materials: CC(=O)C1=C(C=C(C=C1)Cl)Cl (2,4-dichloroacetophenone), C(C)OC(OCC)=O (diethylcarbonate), [H-].[Na+] (NaH), Intermediate 1a. The product is C(C)OC(CC(=O)C1=C(C=C(C=C1)Cl)Cl)=O (3-(2,4-Dichlorophenyl)-3-oxo-propionic acid ethyl ester). RXN SMILES: [CH3:1][C:2]([C:4]1[CH:9]=[CH:8][C:7]([Cl:10])=[CH:6][C:5]=1[Cl:11])=[O:3].[CH2:12]([O:14][C:15](=O)[O:16]CC)[CH3:13].[H-].[Na+]>>[CH2:12]([O:14][C:15](=[O:16])[CH2:1][C:2]([C:4]1[CH:9]=[CH:8][C:7]([Cl:10])=[CH:6][C:5]=1[Cl:11])=[O:3])[CH3:13] |f:2.3|. Procedure details: Synthesis of Intermediate 1a was done by standard procedure starting from 2,4-dichloroacetophenone, diethylcarbonate (25 eq) and NaH (2 eq) at 80° C. for 60 minutes. Starting materials: C(C)(C)(C)C=1N=C(C2=C(N1)N(N=N2)CC)N2CC(CC2)(F)F (5-tert-Butyl-7-(3,3-difluoro-pyrrolidin-1-yl)-3-ethyl-3H-[1,2,3]triazolo[4,5-d]pyrimidine), C(C)(C)(C)C=1N=C(C2=C(N1)NN=N2)N2CC(CC2)(F)F (5-tert-butyl-7-(3,3-difluoropyrrolidin-1-yl)-3H-[1,2,3]triazolo[4,5-d]pyrimidine), Br.BrCCC=1C=NC=CC1 (3-(2-bromoethyl)pyridine hydrobromide). Yields the product C(C)(C)(C)C=1N=C(C2=C(N1)N(N=N2)CCC=2C=NC=CC2)N2CC(CC2)(F)F (5-tert-Butyl-7-(3,3-difluoro-pyrrolidin-1-yl)-3-(2-pyridin-3-yl-ethyl)-3H-[1,2,3]triazolo[4,5-d]pyrimidine). RXN SMILES: [C:1]([C:5]1[N:6]=[C:7]([N:16]2[CH2:20][CH2:19][C:18]([F:22])([F:21])[CH2:17]2)[C:8]2[N:13]=[N:12][N:11]([CH2:14][CH3:15])[C:9]=2[N:10]=1)([CH3:4])([CH3:3])[CH3:2].C(C1N=[C:29]([N:36]2[CH2:40][CH2:39][C:38](F)(F)[CH2:37]2)C2N=NNC=2N=1)(C)(C)C.Br.BrCCC1C=NC=CC=1>>[C:1]([C:5]1[N:6]=[C:7]([N:16]2[CH2:20][CH2:19][C:18]([F:21])([F:22])[CH2:17]2)[C:8]2[N:13]=[N:12][N:11]([CH2:14][CH2:15][C:39]3[CH:40]=[N:36][CH:29]=[CH:37][CH:38]=3)[C:9]=2[N:10]=1)([CH3:2])([CH3:3])[CH3:4] |f:2.3|. Procedure details: In analogy to the procedure described for the synthesis of 5-tert-butyl-7-(3,3-difluoropyrrolidin-1-yl)-3-ethyl-3H-[1,2,3]triazolo[4,5-d]pyrimidine (example 61), the title compound was prepared from 5-tert-butyl-7-(3,3-difluoropyrrolidin-1-yl)-3H-[1,2,3]triazolo[4,5-d]pyrimidine and 3-(2-bromoethyl)pyridine hydrobromide and isolated as white solid. MS (m/e): 388.3 (MH+).